This data is from the Open Reaction Database (ORD), a public repository of structured organic reaction records. The task is: describe an organic reaction: reactants, conditions, products, and yield Reactants: CCCC[N+](CCCC)(CCCC)CCCC, CCCC[N+](CCCC)(CCCC)CCCC, Cc1nc2ccccc2[nH]1, CC#N, NCCCl, Cl, [Na+], [OH-], O=S(=O)([O-])[O-]. The product is Cc1nc2ccccc2n1CCN. RXN SMILES: [CH2:21]([N+:22]([CH2:23][CH2:24][CH2:25][CH3:26])([CH2:27][CH2:28][CH2:29][CH3:30])[CH2:31][CH2:32][CH2:33][CH3:34])[CH2:35][CH2:36][CH3:37].[CH2:38]([N+:39]([CH2:40][CH2:41][CH2:42][CH3:43])([CH2:44][CH2:45][CH2:46][CH3:47])[CH2:48][CH2:49][CH2:50][CH3:51])[CH2:52][CH2:53][CH3:54].[CH3:1][c:2]1[nH:3][c:4]2[c:5]([n:6]1)[cH:7][cH:8][cH:9][cH:10]2.[CH3:57][C:58]#[N:59].[Cl:12][CH2:13][CH2:14][NH2:15].[ClH:11].[Na+:56].[OH-:55].[S:16]([O-:17])([O-:18])(=[O:19])=[O:20]>>[CH3:1][c:2]1[n:3][c:4]2[c:5]([n:6]1[CH2:13][CH2:14][NH2:15])[cH:7][cH:8][cH:9][cH:10]2. Starting materials: C1COCCO1, CCCC(C)Oc1nc(N)c2nc(OC)n(CC3CCOCC3)c2n1, CO, Cl, [Na+], [OH-], O. Yields the product CCCC(C)Oc1nc(N)c2[nH]c(=O)n(CC3CCOCC3)c2n1. As a reaction SMILES: [CH2:32]1[O:33][CH2:34][CH2:35][O:36][CH2:37]1.[CH3:1][CH:2]([CH2:3][CH2:4][CH3:5])[O:6][c:7]1[n:8][c:9]([NH2:25])[c:10]2[n:11][c:12]([O:23][CH3:24])[n:13]([CH2:16][CH:17]3[CH2:18][CH2:19][O:20][CH2:21][CH2:22]3)[c:14]2[n:15]1.[CH3:30][OH:31].[ClH:26].[Na+:28].[OH-:27].[OH2:29]>>[CH3:1][CH:2]([CH2:3][CH2:4][CH3:5])[O:6][c:7]1[n:8][c:9]([NH2:25])[c:10]2[nH:11][c:12](=[O:23])[n:13]([CH2:16][CH:17]3[CH2:18][CH2:19][O:20][CH2:21][CH2:22]3)[c:14]2[n:15]1. Reactants: N1(C=NC=C1)CC=1N=C(SC1)C1=CC=C(C=C1)O (4-[4-(imidazol-1-ylmethyl)-thiazol-2-yl]-phenol), C([O-])([O-])=O.[Cs+].[Cs+] (cesium carbonate), ClCC=1N=C(OC1)C=CC1=C(C=C(C=C1)C(F)(F)F)F (4-chloromethyl-2-[2-(2-fluoro-4-trifluoromethyl-phenyl)-vinyl]-oxazole), [I-].[K+] (potassium iodide). Solvent: CC(CC)=O (butanone). Conditions: temperature 60 celsius, time 30 minute. The product is FC1=C(C=CC(=C1)C(F)(F)F)/C=C/C=1OC=C(N1)COC1=CC=C(C=C1)C=1SC=C(N1)CN1C=NC=C1 (2-[(E)-2-(2-Fluoro-4-trifluoromethyl-phenyl)-vinyl]-4-[4-(4-imidazol-1-ylmethyl-thiazol-2-yl)-phenoxymethyl]-oxazole). The yield is 33.4%. As a reaction SMILES: [N:1]1([CH2:6][C:7]2[N:8]=[C:9]([C:12]3[CH:17]=[CH:16][C:15]([OH:18])=[CH:14][CH:13]=3)[S:10][CH:11]=2)[CH:5]=[CH:4][N:3]=[CH:2]1.C(=O)([O-])[O-].[Cs+].[Cs+].Cl[CH2:26][C:27]1[N:28]=[C:29]([CH:32]=[CH:33][C:34]2[CH:39]=[CH:38][C:37]([C:40]([F:43])([F:42])[F:41])=[CH:36][C:35]=2[F:44])[O:30][CH:31]=1.[I-].[K+]>CC(=O)CC>[F:44][C:35]1[CH:36]=[C:37]([C:40]([F:43])([F:41])[F:42])[CH:38]=[CH:39][C:34]=1/[CH:33]=[CH:32]/[C:29]1[O:30][CH:31]=[C:27]([CH2:26][O:18][C:15]2[CH:16]=[CH:17][C:12]([C:9]3[S:10][CH:11]=[C:7]([CH2:6][N:1]4[CH:5]=[CH:4][N:3]=[CH:2]4)[N:8]=3)=[CH:13][CH:14]=2)[N:28]=1 |f:1.2.3,5.6|. Procedure: A mixture of 0.129 g (0.50 mmol) 4-[4-(imidazol-1-ylmethyl)-thiazol-2-yl]-phenol and 0.10 g (0.30 mmol) cesium carbonate in 10 ml butanone was stirred at 60° C. for 30 min, then 0.153 g (0.50 mmol) 4-chloromethyl-2-[2-(2-fluoro-4-trifluoromethyl-phenyl)-vinyl]-oxazole and 0.083 g (0.50 mmol) potassium iodide were added and stirring at 60° C. continued over night. After evaporation, 15 ml water was added and the mixture extracted with two portions of 15 ml ethyl acetate. The combined organic laye...